Dataset: the Open Reaction Database (ORD), a public repository of structured organic reaction records. Task: describe an organic reaction: reactants, conditions, products, and yield Starting materials: CCOC(=O)C1=C(NC(C)c2ccccc2)COCC1, CC[SiH](CC)CC, O=C(O)C(F)(F)F. Product: CCOC(=O)C1CCOCC1NC(C)c1ccccc1. RXN SMILES: [CH2:1]([CH3:2])[O:3][C:4](=[O:5])[C:6]1=[C:11]([NH:12][CH:13]([CH3:14])[c:15]2[cH:16][cH:17][cH:18][cH:19][cH:20]2)[CH2:10][O:9][CH2:8][CH2:7]1.[CH2:21]([SiH:22]([CH2:23][CH3:24])[CH2:25][CH3:26])[CH3:27].[OH:28][C:29]([C:30]([F:31])([F:32])[F:33])=[O:34]>>[CH2:1]([CH3:2])[O:3][C:4](=[O:5])[CH:6]1[CH2:7][CH2:8][O:9][CH2:10][CH:11]1[NH:12][CH:13]([CH3:14])[c:15]1[cH:16][cH:17][cH:18][cH:19][cH:20]1. Starting materials: [N+](=O)([O-])C1=CC=C(CN2C(=C(C3=CC(=CC=C23)OC)C)CC(C(=O)O)(C)C)C=C1 (3-[1-(4-nitrobenzyl)-5-methoxy-3-methyl-1H-indol-2-yl]-2,2-dimethyl propanoic acid). Reagents/catalysts: [Pd] (palladium on carbon). The solvent is C(C)O (ethanol). The product is NC1=CC=C(CN2C(=C(C3=CC(=CC=C23)OC)C)CC(C(=O)O)(C)C)C=C1 (3-[1-(4-aminobenzyl)-5-methoxy-3-methyl-1H-indol-2-yl]-2,2-dimethyl propanoic acid), solvent. Reaction SMILES: [N+:1]([C:4]1[CH:29]=[CH:28][C:7]([CH2:8][N:9]2[C:17]3[C:12](=[CH:13][C:14]([O:18][CH3:19])=[CH:15][CH:16]=3)[C:11]([CH3:20])=[C:10]2[CH2:21][C:22]([CH3:27])([CH3:26])[C:23]([OH:25])=[O:24])=[CH:6][CH:5]=1)([O-])=O>C(O)C.[Pd]>[NH2:1][C:4]1[CH:5]=[CH:6][C:7]([CH2:8][N:9]2[C:17]3[C:12](=[CH:13][C:14]([O:18][CH3:19])=[CH:15][CH:16]=3)[C:11]([CH3:20])=[C:10]2[CH2:21][C:22]([CH3:26])([CH3:27])[C:23]([OH:25])=[O:24])=[CH:28][CH:29]=1. Procedure details: 500 mg of the product of Step 1 was dissolved in 35 ml of absolute ethanol and 50 mg of 10% palladium on carbon catalyst added. The suspension was hydrogenated at 50 psi until consumption of 2 mole equivalents of hydrogen occurred. The catalyst was removed by filtration and the title compound was isolated by vacuum distilation of the solvent (489 mg). The reactants are CCc1cccnc1, CC(=O)O, [Na+], [Na+], O=C([O-])[O-], OO. Yields the product CCc1ccc[n+]([O-])c1. Reaction SMILES: [CH2:1]([CH3:2])[c:3]1[cH:4][n:5][cH:6][cH:7][cH:8]1.[CH3:17][C:18](=[O:19])[OH:20].[Na+:11].[Na+:12].[O-:13][C:14](=[O:15])[O-:16].[OH:9][OH:10]>>[CH2:1]([CH3:2])[c:3]1[cH:4][n+:5]([O-:13])[cH:6][cH:7][cH:8]1. Reactants: CC(CC1(CCN(CC1)C(=O)OC(C)(C)C)C(=O)OC)=C (1-tert-butyl 4-methyl 4-(2-methylallyl)piperidine-1,4-dicarboxylate), I(=O)(=O)(=O)[O-].[Na+] (sodium periodate). The reagents and catalysts are [Os](=O)(=O)(=O)=O (osmium tetroxide). Solvent: ClCCl (dichloromethane), O1CCOCC1.O (dioxane water). Reaction conditions: time 3 hour. The product is O=C(CC1(CCN(CC1)C(=O)OC(C)(C)C)C(=O)OC)C (1-tert-butyl 4-methyl 4-(2-oxopropyl)piperidine-1,4-dicarboxylate). As a reaction SMILES: [CH3:1][C:2](=C)[CH2:3][C:4]1([C:17]([O:19][CH3:20])=[O:18])[CH2:9][CH2:8][N:7]([C:10]([O:12][C:13]([CH3:16])([CH3:15])[CH3:14])=[O:11])[CH2:6][CH2:5]1.I([O-])(=O)(=O)=[O:23].[Na+]>O1CCOCC1.O.ClCCl.[Os](=O)(=O)(=O)=O>[O:23]=[C:2]([CH3:1])[CH2:3][C:4]1([C:17]([O:19][CH3:20])=[O:18])[CH2:9][CH2:8][N:7]([C:10]([O:12][C:13]([CH3:16])([CH3:15])[CH3:14])=[O:11])[CH2:6][CH2:5]1 |f:1.2,3.4|. Procedure: To a solution of 1-tert-butyl 4-methyl 4-(2-methylallyl)piperidine-1,4-dicarboxylate (2.2 g, 7.4 mmol) in dioxane/water (60 mL, 1/1) under nitrogen was added osmium tetroxide (0.038 g, 0.15 mmol) and sodium periodate (2.88 g, 13.5 mmol). The mixture was stirred at room temperature for 3 hours. The mixture was then diluted with dichloromethane (50 mL), and washed with 20% Na2S2O3 (20 mL). The organic layers were combined and washed with brine (20 mL), dried over anhydrous sodium sulfate, and filt... Starting materials: COC(=O)C=Cc1ccc(C(C)(C)C)cc1OC1CCOCC1, CO, [Pd]. The product is COC(=O)CCc1ccc(C(C)(C)C)cc1OC1CCOCC1. Reaction SMILES: [CH3:1][O:2][C:3]([CH:4]=[CH:5][c:6]1[c:7]([O:16][CH:17]2[CH2:18][CH2:19][O:20][CH2:21][CH2:22]2)[cH:8][c:9]([C:12]([CH3:13])([CH3:14])[CH3:15])[cH:10][cH:11]1)=[O:23].[CH3:24][OH:25].[Pd:26]>>[CH3:1][O:2][C:3]([CH2:4][CH2:5][c:6]1[c:7]([O:16][CH:17]2[CH2:18][CH2:19][O:20][CH2:21][CH2:22]2)[cH:8][c:9]([C:12]([CH3:13])([CH3:14])[CH3:15])[cH:10][cH:11]1)=[O:23]. Starting materials: C(C1=CC=CC=C1)Br (benzyl bromide), C1(CCCCC1)CC1N(C(OC1CC(CCO)C(C)C)(C)C)C(=O)OC(C)(C)C (t-butyl 4-(cyclohexylmethyl)-5-(4-hydroxy-2-isopropylbutyl)-2,2-dimethyl-3-oxazolidinecarboxylate), [OH-].[Na+] (sodium hydroxide). The reagents and catalysts are [I-].C(CCC)[N+](CCCC)(CCCC)CCCC (tetrabutylammonium iodide). Run in O (water), C1(=CC=CC=C1)C (toluene), O (water). Product: C(C1=CC=CC=C1)O[C@](C[C@H]1[C@@H](N(C(O1)(C)C)C(=O)OC(C)(C)C)CC1CCCCC1)(CC)C(C)C (t-butyl (4S,5S)-5-[(S)-2-(benzyloxy)-2-isopropylbutyl]-4-(cyclohexylmethyl)-2,2-dimethyl-3-oxazolidinecarboxylate). The yield is 75.9%. RXN SMILES: [CH:1]1([CH2:7][CH:8]2[CH:12]([CH2:13][CH:14]([CH:18]([CH3:20])[CH3:19])[CH2:15][CH2:16]O)[O:11][C:10]([CH3:22])([CH3:21])[N:9]2[C:23]([O:25][C:26]([CH3:29])([CH3:28])[CH3:27])=[O:24])[CH2:6][CH2:5][CH2:4][CH2:3][CH2:2]1.[OH-:30].[Na+].[CH2:32](Br)[C:33]1[CH:38]=[CH:37][CH:36]=[CH:35][CH:34]=1>C1(C)C=CC=CC=1.[I-].C([N+](CCCC)(CCCC)CCCC)CCC.O>[CH2:32]([O:30][C@@:14]([CH:18]([CH3:19])[CH3:20])([CH2:15][CH3:16])[CH2:13][C@@H:12]1[O:11][C:10]([CH3:21])([CH3:22])[N:9]([C:23]([O:25][C:26]([CH3:28])([CH3:29])[CH3:27])=[O:24])[C@H:8]1[CH2:7][CH:1]1[CH2:2][CH2:3][CH2:4][CH2:5][CH2:6]1)[C:33]1[CH:38]=[CH:37][CH:36]=[CH:35][CH:34]=1 |f:1.2,5.6|. Procedure: A mixture of 500 mg (1.2 mmol) of t-butyl 4-(cyclohexylmethyl)-5-(4-hydroxy-2-isopropylbutyl)-2,2-dimethyl-3-oxazolidinecarboxylate in 3 ml of toluene, 191 mg (0.5 mmol) of tetrabutylammonium iodide, 5.9 g (150 mmol) of sodium hydroxide in water (8.8 ml) and 1.16 ml (9.8 mmol) of benzyl bromide is stirred at room temperature for 24 hours. Thereafter, water is added thereto, the mixture is extracted with ether, the ether extracts are dried over sodium sulphate and evaporated to dryness under redu...